From a dataset of the Open Reaction Database (ORD), a public repository of structured organic reaction records. describe an organic reaction: reactants, conditions, products, and yield The reactants are O=C1C2(C=3C(=NC=CC3)N1)CC1=CC=C(C=C1C2)NC2=CC(=NC=C2)C(=O)O (4-(2′-oxo-1,1′,2′,3-tetrahydrospiro[indene-2,3′-pyrrolo[2,3-b]pyridin]-5-ylamino)picolinic acid), C(C)C1NC2=CC(=CC=C2C1)F (2-ethyl-6-fluoro-2,3-dihydro-1H-indole), CCN(C(C)C)C(C)C (DIPEA), CN(C)C(=[N+](C)C)ON1C2=C(C=CC=C2)N=N1.[B-](F)(F)(F)F (TBTU). Run in CN(C)C=O (DMF). The product is C(C)C1N(C2=CC(=CC=C2C1)F)C(=O)C1=NC=CC(=C1)NC=1C=C2CC3(C(NC4=NC=CC=C43)=O)CC2=CC1 (5-(2-(2-ethyl-6-fluorindoline-1-carbonyl)pyridin-4-ylamino)-1,3-dihydrospiro[indene-2,3′-pyrrolo[2,3-b]pyridin]-2′(1′H)-one). As a reaction SMILES: [O:1]=[C:2]1[NH:10][C:5]2=[N:6][CH:7]=[CH:8][CH:9]=[C:4]2[C:3]21[CH2:18][C:17]1[C:12](=[CH:13][CH:14]=[C:15]([NH:19][C:20]3[CH:25]=[CH:24][N:23]=[C:22]([C:26](O)=[O:27])[CH:21]=3)[CH:16]=1)[CH2:11]2.[CH2:29]([CH:31]1[CH2:39][C:38]2[C:33](=[CH:34][C:35]([F:40])=[CH:36][CH:37]=2)[NH:32]1)[CH3:30].CCN(C(C)C)C(C)C.CN(C(ON1N=NC2C=CC=CC1=2)=[N+](C)C)C.[B-](F)(F)(F)F>CN(C=O)C>[CH2:29]([CH:31]1[CH2:39][C:38]2[C:33](=[CH:34][C:35]([F:40])=[CH:36][CH:37]=2)[N:32]1[C:26]([C:22]1[CH:21]=[C:20]([NH:19][C:15]2[CH:16]=[C:17]3[C:12](=[CH:13][CH:14]=2)[CH2:11][C:3]2([C:4]4[C:5](=[N:6][CH:7]=[CH:8][CH:9]=4)[NH:10][C:2]2=[O:1])[CH2:18]3)[CH:25]=[CH:24][N:23]=1)=[O:27])[CH3:30] |f:3.4|. Procedure: 186 mg (0.50 mmol) 4-(2′-oxo-1,1′,2′,3-tetrahydrospiro[indene-2,3′-pyrrolo[2,3-b]pyridin]-5-ylamino)picolinic acid, 220 mg (0.60 mmol) 2-ethyl-6-fluoro-2,3-dihydro-1H-indole, 0.26 mL (1.5 mmol) DIPEA and 0.18 g (0.55 mmol) TBTU in 5.0 mL DMF were stirred overnight at RT. The purification was carried out by preparative HPLC-MS. The product-containing fractions were combined and the organic solvent was evaporated down. The aqueous residue was made alkaline with 1N aqueous sodium hydroxide solution... Reactants: [H-].[Na+] (Sodium hydride), [H-].[Na+] (Sodium hydride), BrC1=CC2=C(C=N1)C=C(N2)C=2C=NN(C2)C (6-bromo-2-(1-methyl-1H-pyrazol-4-yl)-1H-pyrrolo[3,2-c]pyridine), BrCC1CCCC1 ((bromomethyl)cyclopentane). Solvent: O (water), CCOC(=O)C (EtOAc), CN(C)C=O (DMF). Reaction conditions: temperature 60 celsius, time 24 hour. The product is BrC1=CC2=C(C=N1)C=C(N2CC2CCCC2)C=2C=NN(C2)C (6-Bromo-1-(cyclopentylmethyl)-2-(1-methyl-1H-pyrazol-4-yl)-1H-pyrrolo[3,2-c]pyridine). Yield: 69.6%. As a reaction SMILES: [H-].[Na+].[Br:3][C:4]1[N:9]=[CH:8][C:7]2[CH:10]=[C:11]([C:13]3[CH:14]=[N:15][N:16]([CH3:18])[CH:17]=3)[NH:12][C:6]=2[CH:5]=1.Br[CH2:20][CH:21]1[CH2:25][CH2:24][CH2:23][CH2:22]1>CN(C=O)C.O.CCOC(C)=O>[Br:3][C:4]1[N:9]=[CH:8][C:7]2[CH:10]=[C:11]([C:13]3[CH:14]=[N:15][N:16]([CH3:18])[CH:17]=3)[N:12]([CH2:20][CH:21]3[CH2:25][CH2:24][CH2:23][CH2:22]3)[C:6]=2[CH:5]=1 |f:0.1|. Procedure details: Sodium hydride (60% in mineral oil, 10.8 mg, 0.271 mmol) was added to a solution of 6-bromo-2-(1-methyl-1H-pyrazol-4-yl)-1H-pyrrolo[3,2-c]pyridine (Preparation 22, 50 mg, 0.180 mmol) in DMF (780 mL). The reaction mixture was then stirred for 15 minutes at room temperature before the addition of (bromomethyl)cyclopentane (44 mg, 0.271 mmol). The reaction mixture was then stirred overnight at room temperature and for 24 hours at 60° C. Sodium hydride (60% in mineral oil, 5 mg, 0.125 mmol) was adde... The reactants are OC1=CC=C(C=O)C=C1 (4-hydroxybenzaldehyde), ClCCCBr (3-chloro-bromopropane), C[C@@H]1CNCCC1 ((3S)-3-methylpiperidine). The product is C[C@@H]1CN(CCC1)CCCOC1=CC=C(C=O)C=C1 (4-{3-[(3S)-3-methylpiperidin-1-yl]propoxy}benzaldehyde). RXN SMILES: [OH:1][C:2]1[CH:9]=[CH:8][C:5]([CH:6]=[O:7])=[CH:4][CH:3]=1.Cl[CH2:11][CH2:12][CH2:13]Br.[CH3:15][C@H:16]1[CH2:21][CH2:20][CH2:19][NH:18][CH2:17]1>>[CH3:15][C@H:16]1[CH2:21][CH2:20][CH2:19][N:18]([CH2:11][CH2:12][CH2:13][O:1][C:2]2[CH:9]=[CH:8][C:5]([CH:6]=[O:7])=[CH:4][CH:3]=2)[CH2:17]1. Reported procedure: This was produced according to the method of Reference Example 1-(4) but starting from 4-hydroxybenzaldehyde, 3-chloro-bromopropane and (3S)-3-methylpiperidine. Starting materials: C(C)OC(=O)C=1N(N=C(C1)C(C)(C)C)C (5-tert-Butyl-2-methyl-2H-pyrazole-3-carboxylic acid ethyl ester), O (H2O), [OH-].[Na+] (NaOH). The solvent is CO (MeOH). Conditions: time 72 hour. Product: C(C)(C)(C)C=1C=C(N(N1)C)C(=O)O (5-tert-Butyl-2-methyl-2H-pyrazole-3-carboxylic acid). RXN SMILES: C([O:3][C:4]([C:6]1[N:7]([CH3:15])[N:8]=[C:9]([C:11]([CH3:14])([CH3:13])[CH3:12])[CH:10]=1)=[O:5])C.O.[OH-].[Na+]>CO>[C:11]([C:9]1[CH:10]=[C:6]([C:4]([OH:5])=[O:3])[N:7]([CH3:15])[N:8]=1)([CH3:14])([CH3:12])[CH3:13] |f:2.3|. Procedure: 5-tert-Butyl-2-methyl-2H-pyrazole-3-carboxylic acid ethyl ester (1.08 g, 5.14 mmol, prepared as described in the previous step) was dissolved in MeOH (15 mL), and H2O (15 mL) and 2.5 M aqueous NaOH (5.00 mL, 12.5 mmol) was added. The resulting mixture was stirred at room temperature for 72 h, and then extracted with Et2O (2×10 mL). The aqueous layer was acidified to ca. pH 2 using 3 M aqueous HCl and extracted with DCM (3×20 mL). The combined organic extracts were dried over anhydrous MgSO4 and ... Starting materials: NC=1C(N(C(N(C1N)CCC)=O)CCC)=O (5,6-diamino-1,3-dipropyluracil), COC=1C=C(C=CC(=O)O)C=CC1OCOC (3-methoxy-4-methoxymethoxycinnamic acid). The product is COC=1C=C(/C=C/C2=NC=3N(C(N(C(C3N2)=O)CCC)=O)CCC)C=CC1OCOC ((E)-8-(3-Methoxy-4-methoxymethoxystyryl)-1,3-dipropylxanthine). The yield is 66.7%. RXN SMILES: [NH2:1][C:2]1[C:3](=[O:16])[N:4]([CH2:13][CH2:14][CH3:15])[C:5](=[O:12])[N:6]([CH2:9][CH2:10][CH3:11])[C:7]=1[NH2:8].[CH3:17][O:18][C:19]1[CH:20]=[C:21]([CH:27]=[CH:28][C:29]=1[O:30][CH2:31][O:32][CH3:33])[CH:22]=[CH:23][C:24](O)=O>>[CH3:17][O:18][C:19]1[CH:20]=[C:21]([CH:27]=[CH:28][C:29]=1[O:30][CH2:31][O:32][CH3:33])/[CH:22]=[CH:23]/[C:24]1[NH:1][C:2]2[C:3](=[O:16])[N:4]([CH2:13][CH2:14][CH3:15])[C:5](=[O:12])[N:6]([CH2:9][CH2:10][CH3:11])[C:7]=2[N:8]=1. Reported procedure: Substantially the same procedure as in Reference Example 1 was repeated using 4.0 g (17.7 mmol) of 5,6-diamino-1,3-dipropyluracil and 4.63 g (19.4 mmol) of 3-methoxy-4-methoxymethoxycinnamic acid. Then, the resultant crude crystals were recrystallized from dioxane/water to give 5.06 g (yield 67%) of Compound 194 as pale yellow flocculent precipitates. The reactants are ClC1=C(C=CC=C1)N1C(=NC2=CC=C(C=C2C1=O)F)C (3-(2-chloro-phenyl)-6-fluoro-2-methyl-3,4-dihydro-quinazolin-4-one), COC(N(C)C)OC (dimethylformamide dimethyl acetal). The solvent is CN(C=O)C (dimethylformamide). Reaction conditions: temperature 140 celsius. Yields the product ClC1=C(C=CC=C1)N1C(=NC2=CC=C(C=C2C1=O)F)C=CN(C)C (3-(2-chloro-phenyl)-6-fluoro-2-(2-dimethylamino-vinyl)-3,4-dihydro-quinazolin-4-one). The yield is 90.4%. RXN SMILES: [Cl:1][C:2]1[CH:7]=[CH:6][CH:5]=[CH:4][C:3]=1[N:8]1[C:17](=[O:18])[C:16]2[C:11](=[CH:12][CH:13]=[C:14]([F:19])[CH:15]=2)[N:10]=[C:9]1[CH3:20].CO[CH:23](OC)[N:24]([CH3:26])[CH3:25]>CN(C)C=O>[Cl:1][C:2]1[CH:7]=[CH:6][CH:5]=[CH:4][C:3]=1[N:8]1[C:17](=[O:18])[C:16]2[C:11](=[CH:12][CH:13]=[C:14]([F:19])[CH:15]=2)[N:10]=[C:9]1[CH:20]=[CH:23][N:24]([CH3:26])[CH3:25]. Procedure: A mixture of 3-(2-chloro-phenyl)-6-fluoro-2-methyl-3,4-dihydro-quinazolin-4-one (1.0 g, 3.46 mmol) and dimethylformamide dimethyl acetal (0.92 mL, 6.92 mmol) in dimethylformamide (4 mL) was heated to 140° C. for 24 hours. The reaction was cooled to ambient temperature and concentrated at reduced pressure. The dark residue was triturated with methanol and the bright yellow crystalline solid which formed was collected and dried to give 1.075 g (90%) of 3-(2-chloro-phenyl)-6-fluoro-2-(2-dimethylami...